Dataset: the Open Reaction Database (ORD), a public repository of structured organic reaction records. Task: describe an organic reaction: reactants, conditions, products, and yield Starting materials: NC1=C(C=C(C=C1)C1=CC=CC=C1)NC(CCCCCCC(=O)[O-])=O (8-(4-aminobiphenyl-3-ylamino)-8-oxooctanoate), C(C)(=O)O (acetic acid). Solvent: C1(=CC=CC=C1)C (toluene). Conditions: temperature 110 celsius. The product is C1(=CC=CC=C1)C=1C=CC2=C(NC(=N2)CCCCCCC(=O)OC)C1 (methyl 7-(6-phenyl-1H-benzo[d]imidazol-2-yl)heptanoate). As a reaction SMILES: [NH2:1][C:2]1[CH:7]=[CH:6][C:5]([C:8]2[CH:13]=[CH:12][CH:11]=[CH:10][CH:9]=2)=[CH:4][C:3]=1[NH:14][C:15](=O)[CH2:16][CH2:17][CH2:18][CH2:19][CH2:20][CH2:21][C:22]([O-:24])=[O:23].[C:26](O)(=O)C>C1(C)C=CC=CC=1>[C:8]1([C:5]2[CH:6]=[CH:7][C:2]3[N:1]=[C:15]([CH2:16][CH2:17][CH2:18][CH2:19][CH2:20][CH2:21][C:22]([O:24][CH3:26])=[O:23])[NH:14][C:3]=3[CH:4]=2)[CH:13]=[CH:12][CH:11]=[CH:10][CH:9]=1. Procedure details: To a solution of 8-(4-aminobiphenyl-3-ylamino)-8-oxooctanoate (120 mg, 0.34 mmol) in toluene was added a drop of acetic acid. The reaction was heated to 110° C. overnight and concentrated. The residue was purified by biotage column chromatography to give methyl 7-(6-phenyl-1H-benzo[d]imidazol-2-yl)heptanoate (99 mg) Reactants: BrC1=CC=C(C=C1)CC(C)NC(C)=O (N-(1-(4-bromophenyl)propan-2-yl)acetamide), N,N″-dimethyl-ethylendiamine, [Na+].[I-] (NaI). Reagents/catalysts: [Cu]I (CuI). Solvent: O1CCOCC1 (dioxan). Reaction conditions: temperature 120 celsius, time 70 hour. The product is IC1=CC=C(C=C1)CC(C)NC(C)=O (N-(1-(4-iodophenyl)propan-2-yl)acetamide). As a reaction SMILES: Br[C:2]1[CH:7]=[CH:6][C:5]([CH2:8][CH:9]([NH:11][C:12](=[O:14])[CH3:13])[CH3:10])=[CH:4][CH:3]=1.[Na+].[I-:16]>O1CCOCC1.[Cu]I>[I:16][C:2]1[CH:7]=[CH:6][C:5]([CH2:8][CH:9]([NH:11][C:12](=[O:14])[CH3:13])[CH3:10])=[CH:4][CH:3]=1 |f:1.2|. Procedure: To 6.00 g (23.4 mmol) N-(1-(4-bromophenyl)propan-2-yl)acetamide (II.1) in 65 mL dioxan are added 0.45 g (2.34 mmol) CuI, 0.50 mL (4.70 mmol) N,N″-dimethyl-ethylendiamine and 7.02 g (46.9 mmol) NaI. The reaction mixture is stirred at 120° C. for 70 h. The mixture is allowed to cool to r.t. and half of the solvent is removed in vacuo. EtOAc and diluted aq. ammonia solution are added and the layers are separated. The aq. layer is once more extracted with EtOAc. The organic layers are combined, drie...